This data is from the Open Reaction Database (ORD), a public repository of structured organic reaction records. The task is: describe an organic reaction: reactants, conditions, products, and yield Starting materials: ClC(=O)OCC (ethyl chloroformate), [Li+].CCC[CH2-] (N-butyllithium), hexanes, C(#C)C1=NC(=CC=C1)C (2-ethynyl-6-methyl-pyridine). Run in O1CCCC1 (tetrahydrofuran). Reaction conditions: time 0.5 hour. Yields the product C(C)OC(C#CC1=NC(=CC=C1)C)=O ((6-Methyl-pyridin-2-yl)-propinoic acid ethyl ester). Isolated yield 82.3%. Reaction SMILES: [C:1]([C:3]1[CH:8]=[CH:7][CH:6]=[C:5]([CH3:9])[N:4]=1)#[CH:2].[Li+].CCC[CH2-].Cl[C:16]([O:18][CH2:19][CH3:20])=[O:17]>O1CCCC1>[CH2:19]([O:18][C:16](=[O:17])[C:2]#[C:1][C:3]1[CH:8]=[CH:7][CH:6]=[C:5]([CH3:9])[N:4]=1)[CH3:20] |f:1.2|. Reported procedure: A solution of 2-ethynyl-6-methyl-pyridine (0.5 g, 4.3 mmol) in tetrahydrofuran (20 mL) is cooled to −78° C. and treated with 1.6 M N-butyllithium in hexanes (2.9 mL, 4.7 mmol) and stirred for 0.5 h. This solution is then treated with ethyl chloroformate (2.85 mL, 30 mmol) and stirred for 3 h while the solution warms to room temperature. The reaction is quenched with saturated ammonium chloride solution and extracted with ethyl acetate. The solvent is removed to yield 0.67 g (83%) of desired prod... RXN SMILES: CO[C:3]1[C:7](OC)=[N:6][S:5](=[O:11])(=[O:10])[N:4]=1.[CH3:12][N:13]([CH2:15][C:16]1[CH:17]=[C:18]([CH:24]=[CH:25][CH:26]=1)[O:19][CH2:20][CH2:21][CH2:22][NH2:23])[CH3:14].[NH3:27]>>[CH3:12][N:13]([CH2:15][C:16]1[CH:17]=[C:18]([CH:24]=[CH:25][CH:26]=1)[O:19][CH2:20][CH2:21][CH2:22][NH:23][C:7]1[C:3]([NH2:27])=[N:4][S:5](=[O:10])(=[O:11])[N:6]=1)[CH3:14]. Starting materials: COC1=NS(N=C1OC)(=O)=O (3,4-dimethoxy-1,2,5-thiadiazole 1,1-dioxide), CN(C)CC=1C=C(OCCCN)C=CC1 (3-[3-(dimethylaminomethyl)phenoxy]propylamine), N (ammonia). Product: CN(C)CC=1C=C(OCCCNC2=NS(N=C2N)(=O)=O)C=CC1 (3-{3-[3-(Dimethylaminomethyl)phenoxy]propylamino}-4-amino-1,2,5-thiadiazole 1,1-dioxide). Procedure: When a methanolic suspension of 3,4-dimethoxy-1,2,5-thiadiazole 1,1-dioxide is successively treated with an equimolar amount of 3-[3-(dimethylaminomethyl)phenoxy]propylamine [prepared according to the procedure described in Belgian Pat. No. 867,106] and excess ammonia by the general procedure described in Example 35, the title compound is thereby produced. Reactants: COc1ccsc1C(=O)O, COc1cccc(C(Oc2ccc3c(cnn3-c3ccc(F)cc3)c2)C(C)N)c1. The product is COc1cccc(C(Oc2ccc3c(cnn3-c3ccc(F)cc3)c2)C(C)NC(=O)c2sccc2OC)c1. As a reaction SMILES: [CH3:30][O:31][c:32]1[c:33]([C:37](=[O:38])[OH:39])[s:34][cH:35][cH:36]1.[F:1][c:2]1[cH:3][cH:4][c:5](-[n:8]2[n:9][cH:10][c:11]3[cH:12][c:13]([O:17][CH:18]([CH:19]([CH3:20])[NH2:21])[c:22]4[cH:23][c:24]([O:28][CH3:29])[cH:25][cH:26][cH:27]4)[cH:14][cH:15][c:16]23)[cH:6][cH:7]1>>[F:1][c:2]1[cH:3][cH:4][c:5](-[n:8]2[n:9][cH:10][c:11]3[cH:12][c:13]([O:17][CH:18]([CH:19]([CH3:20])[NH:21][C:37]([c:33]4[c:32]([O:31][CH3:30])[cH:36][cH:35][s:34]4)=[O:38])[c:22]4[cH:23][c:24]([O:28][CH3:29])[cH:25][cH:26][cH:27]4)[cH:14][cH:15][c:16]23)[cH:6][cH:7]1. The reactants are CSc1c([N+](=O)[O-])sc(=O)n1C, CCO, CNCc1ccc(Cl)nc1. The product is CN(Cc1ccc(Cl)nc1)c1c([N+](=O)[O-])sc(=O)n1C. As a reaction SMILES: [CH3:1][n:2]1[c:3](=[O:12])[s:4][c:5]([N+:9](=[O:10])[O-:11])[c:6]1[S:7][CH3:8].[CH3:23][CH2:24][OH:25].[Cl:13][c:14]1[n:15][cH:16][c:17]([CH2:20][NH:21][CH3:22])[cH:18][cH:19]1>>[CH3:1][n:2]1[c:3](=[O:12])[s:4][c:5]([N+:9](=[O:10])[O-:11])[c:6]1[N:21]([CH2:20][c:17]1[cH:16][n:15][c:14]([Cl:13])[cH:19][cH:18]1)[CH3:22].